From a dataset of the Open Reaction Database (ORD), a public repository of structured organic reaction records. describe an organic reaction: reactants, conditions, products, and yield Starting materials: FC1=CC=C2C(=NNC2=C1)C1CCNCC1 (6-fluoro-3-(4-piperidinyl)-1H-indazole), BrCCC1=CC=CC=C1 ((2-bromoethyl)benzene), C([O-])(O)=O.[Na+] (sodium bicarbonate), CN(C=O)C (dimethylformamide). The solvent is O (water). Conditions: time 14 hour. The product is FC1=CC=C2C(=NNC2=C1)C1CCN(CC1)CCC1=CC=CC=C1 (6-Fluoro-3-[1-(2-phenylethyl)-4-piperidinyl]-1H-indazole). Isolated yield 35.3%. Reaction SMILES: [F:1][C:2]1[CH:10]=[C:9]2[C:5]([C:6]([CH:11]3[CH2:16][CH2:15][NH:14][CH2:13][CH2:12]3)=[N:7][NH:8]2)=[CH:4][CH:3]=1.Br[CH2:18][CH2:19][C:20]1[CH:25]=[CH:24][CH:23]=[CH:22][CH:21]=1.C(=O)(O)[O-].[Na+].CN(C)C=O>O>[F:1][C:2]1[CH:10]=[C:9]2[C:5]([C:6]([CH:11]3[CH2:16][CH2:15][N:14]([CH2:18][CH2:19][C:20]4[CH:25]=[CH:24][CH:23]=[CH:22][CH:21]=4)[CH2:13][CH2:12]3)=[N:7][NH:8]2)=[CH:4][CH:3]=1 |f:2.3|. Procedure details: A mixture of 5.0 g of 6-fluoro-3-(4-piperidinyl)-1H-indazole, 4.6 g of (2-bromoethyl)benzene, 4.2 g of sodium bicarbonate and 50 ml of dimethylformamide was stirred at 60° for 3 hr and at ambient temperature for 14 hr. The reaction was poured into water and the aqueous mixture extracted with ethyl acetate. The ethyl acetate was washed with water, dried over anhydrous magnesium sulfate and the solvent was removed in vacuo. The residue was recrystallized twice from 2-propanol (one charcoal treatme... The reactants are Metallocene, C1C=CC2=CC=CC=C12 (indene), BrCCCC=C (5-bromo-1-pentene). The product is C(=CCCC)C1=CCC2=CC=CC=C12 (3-(1-pentenyl) indene). As a reaction SMILES: [CH2:1]1[C:9]2[C:4](=[CH:5][CH:6]=[CH:7][CH:8]=2)[CH:3]=[CH:2]1.Br[CH2:11][CH2:12][CH2:13][CH:14]=[CH2:15]>>[CH:11]([C:1]1[C:9]2[C:4](=[CH:5][CH:6]=[CH:7][CH:8]=2)[CH2:3][CH:2]=1)=[CH:12][CH2:13][CH2:14][CH3:15]. Procedure details: Metallocene MET-1, shown below, was synthesized by first reacting lithiated indene with 5-bromo-1-pentene. Pure 3-(1-pentenyl) indene was obtained via vacuum distillation as a pale yellow oil. One mole of 3-(1-pentenyl) indene was added to diethyl ether and cooled to −74° C., and one mole of n-butyllithium was added. The reaction mixture was stirred at 21° C. for 3 hr, then cooled again to −74° C., followed by the addition of a diethyl ether solution of dichloro(diisopropylamino) boron, and then... The reactants are C1CCOC1, O=C(Cl)c1ccc(Cl)c([N+](=O)[O-])c1, O=[N+]([O-])c1ccc(Cl)c(-c2ncco2)c1, [K+], [K+], Nc1ccccc1, [Na+], [Na+], O=C([O-])[O-], O, O=S([O-])S(=O)[O-], O=S1(=O)CCCC1, c1c[nH]nn1. Yields the product Nc1ccc(Cl)c(-c2ncco2)c1. As a reaction SMILES: [CH2:62]1[O:63][CH2:64][CH2:65][CH2:66]1.[Cl:1][c:2]1[cH:3][cH:4][c:5]([C:6]([Cl:7])=[O:8])[cH:9][c:10]1[N+:11]([O-:12])=[O:13].[Cl:25][c:26]1[c:27](-[c:35]2[o:36][cH:37][cH:38][n:39]2)[cH:28][c:29]([N+:32]([O-:33])=[O:34])[cH:30][cH:31]1.[K+:19].[K+:20].[NH2:40][c:41]1[cH:42][cH:43][cH:44][cH:45][cH:46]1.[Na+:53].[Na+:54].[O-:21][C:22]([O-:23])=[O:24].[OH2:67].[S:47]([S:48]([O-:49])=[O:50])([O-:51])=[O:52].[S:55]1(=[O:60])(=[O:61])[CH2:56][CH2:57][CH2:58][CH2:59]1.[nH:14]1[cH:15][cH:16][n:17][n:18]1>>[Cl:25][c:26]1[c:27](-[c:35]2[o:36][cH:37][cH:38][n:39]2)[cH:28][c:29]([NH2:32])[cH:30][cH:31]1. The reactants are Cl.C(C)O (hydrochloric acid ethanol), [O-]CC.[Na+] (sodium ethoxide), BrCCCSCCCCCCCCCCCC (3-bromopropyldodecyl sulfide), C(C)(=O)NC(C(=O)OCC)C(=O)OCC (Diethyl acetamidomalonate). Solvent: C(C)O (ethanol). Product: C(C)(=O)NC(C(=O)OCC)(C(=O)OCC)CCCSCCCCCCCCCCCC (diethyl 2-acetamido-2-(3-dodecylthiopropyl)malonate). As a reaction SMILES: [C:1]([NH:4][CH:5]([C:11]([O:13][CH2:14][CH3:15])=[O:12])[C:6]([O:8][CH2:9][CH3:10])=[O:7])(=[O:3])[CH3:2].[O-]CC.[Na+].Br[CH2:21][CH2:22][CH2:23][S:24][CH2:25][CH2:26][CH2:27][CH2:28][CH2:29][CH2:30][CH2:31][CH2:32][CH2:33][CH2:34][CH2:35][CH3:36].Cl.C(O)C>C(O)C>[C:1]([NH:4][C:5]([CH2:21][CH2:22][CH2:23][S:24][CH2:25][CH2:26][CH2:27][CH2:28][CH2:29][CH2:30][CH2:31][CH2:32][CH2:33][CH2:34][CH2:35][CH3:36])([C:11]([O:13][CH2:14][CH3:15])=[O:12])[C:6]([O:8][CH2:9][CH3:10])=[O:7])(=[O:3])[CH3:2] |f:1.2,4.5|. Procedure details: Diethyl acetamidomalonate (1.6 g) was dissolved in 30 ml of dehydrated ethanol and 505 mg of sodium ethoxide and 2 g of 3-bromopropyldodecyl sulfide were added thereto. The mixture was refluxed under a nitrogen atmosphere overnight. The reaction mixture was neutralized with concentrated hydrochloric acid-ethanol (1:11) and concentrated. The concentrate was purified by silica gel column chromatography using hexane-ethyl acetate (5:1→5:2) as an eluent to give 1.722 g of colorless, powdery diethyl ... Reactants: C(C1=CC=CC=C1)NC1=NC(=NC=C1C(=O)N)S(=O)(=O)C (4-benzylamino-2-(methylsulfonyl)pyrimidine-5-carboxamide), [F-].[K+] (potassium fluoride), COC1=CC=C(C=C1)N (p-anisidine), [F-].[K+] (potassium fluoride), C([O-])(O)=O.[Na+] (sodium bicarbonate). Solvent: CN1CCCC1=O (NMP), O (water). Conditions: temperature 95 celsius, time 21 hour. Yields the product C(C1=CC=CC=C1)NC1=NC(=NC=C1C(=O)N)NC1=CC=C(C=C1)OC (4-benzylamino-2-[(4-methoxyphenyl)amino]pyrimidine-5-carboxamide). Yield: 24.0%. RXN SMILES: [CH2:1]([NH:8][C:9]1[C:14]([C:15]([NH2:17])=[O:16])=[CH:13][N:12]=[C:11](S(C)(=O)=O)[N:10]=1)[C:2]1[CH:7]=[CH:6][CH:5]=[CH:4][CH:3]=1.[CH3:22][O:23][C:24]1[CH:29]=[CH:28][C:27]([NH2:30])=[CH:26][CH:25]=1.[F-].[K+].C(=O)(O)[O-].[Na+]>O.CN1C(=O)CCC1>[CH2:1]([NH:8][C:9]1[C:14]([C:15]([NH2:17])=[O:16])=[CH:13][N:12]=[C:11]([NH:30][C:27]2[CH:28]=[CH:29][C:24]([O:23][CH3:22])=[CH:25][CH:26]=2)[N:10]=1)[C:2]1[CH:7]=[CH:6][CH:5]=[CH:4][CH:3]=1 |f:2.3,4.5|. Procedure details: A 5 ml portion of NMP solution containing 300 mg of 4-benzylamino-2-(methylsulfonyl)pyrimidine-5-carboxamide was mixed with 122 mg of p-anisidine and 58 mg of potassium fluoride, followed by stirring at 90 to 100° C. for 21 hours. During this period, 58 mg of potassium fluoride was added three times. The reaction mixture was cooled down to room temperature, diluted with water, mixed with saturated sodium bicarbonate aqueous solution and then extracted with ethyl acetate. The organic layer was wa... Reactants: C([O-])([O-])=O.[K+].[K+] (potassium carbonate), Cl.COC(C(C)(C)N)=O (aminoisobutyric acid methyl ester hydrochloride), ClCC(=O)Cl (chloroacetyl chloride). Solvent: C(C)(=O)OCC (ethyl acetate), O (water), C(C)(=O)OCC (ethyl acetate). Reaction conditions: time 4 hour. Product: ClCC(=O)NC(C(=O)OC)(C)C (methyl 2-(2-chloroacetamido)-2-methylpropanoate). Isolated yield 90.6%. As a reaction SMILES: Cl.[CH3:2][O:3][C:4](=[O:9])[C:5]([NH2:8])([CH3:7])[CH3:6].C(=O)([O-])[O-].[K+].[K+].[Cl:16][CH2:17][C:18](Cl)=[O:19]>C(OCC)(=O)C.O>[Cl:16][CH2:17][C:18]([NH:8][C:5]([CH3:7])([CH3:6])[C:4]([O:3][CH3:2])=[O:9])=[O:19] |f:0.1,2.3.4|. Procedure details: To a rapidly stirring biphasic solution of aminoisobutyric acid methyl ester hydrochloride (5.1 g, 33 mmol) in ethyl acetate (40 mL) and water (27 mL) was added potassium carbonate (13.7 g, 99.6 mmol) followed by chloroacetyl chloride (3.4 mL, 43 mmol). The reaction was cooled with an ice bath to prevent warming above ambient temperature, and stirred at room temperature for four hours. The mixture was diluted with ethyl acetate and the organic layer was successively washed with 10% citric acid a... Starting materials: CC(C)(C)O[Al](OC(C)(C)C)OC(C)(C)C, C1CCOC1, C1CCOC1, [H-], [Li+], CCOC(=O)c1ccc2ncc(CN3CCOCC3)n2c1. The product is OCc1ccc2ncc(CN3CCOCC3)n2c1. As a reaction SMILES: [C:23]([O:24][Al:25]([O:26][C:27]([CH3:28])([CH3:29])[CH3:30])[O:31][C:32]([CH3:33])([CH3:34])[CH3:35])([CH3:36])([CH3:37])[CH3:38].[CH2:40]1[O:41][CH2:42][CH2:43][CH2:44]1.[CH2:45]1[O:46][CH2:47][CH2:48][CH2:49]1.[H-:22].[Li+:39].[O:1]1[CH2:2][CH2:3][N:4]([CH2:7][c:8]2[cH:9][n:10][c:11]3[n:12]2[cH:13][c:14]([C:17](=[O:18])[O:19][CH2:20][CH3:21])[cH:15][cH:16]3)[CH2:5][CH2:6]1>>[O:1]1[CH2:2][CH2:3][N:4]([CH2:7][c:8]2[cH:9][n:10][c:11]3[n:12]2[cH:13][c:14]([CH2:17][OH:18])[cH:15][cH:16]3)[CH2:5][CH2:6]1. Reactants: C12(CC3CC(CC(C1)C3)C2)C2=CC=C(OCC(=O)N3CCN(CC3)C)C=C2 (2-(4-(adamantan-1-yl)phenoxy)-1-(4-methylpiperazin-1-yl)ethanone), S(O)(O)(=O)=O (sulfuric acid). Yields the product S(=O)(=O)(O)[O-].C12(CC3CC(CC(C1)C3)C2)C2=CC=C(OCC(=O)N3CC[NH+](CC3)C)C=C2 (4-(2-(4-(adamantan-1-yl)phenoxy)acetyl)-1-methylpiperazin-1-ium hydrogensulfate). Isolated yield 84.9%. Reaction SMILES: [C:1]12([C:11]3[CH:27]=[CH:26][C:14]([O:15][CH2:16][C:17]([N:19]4[CH2:24][CH2:23][N:22]([CH3:25])[CH2:21][CH2:20]4)=[O:18])=[CH:13][CH:12]=3)[CH2:10][CH:5]3[CH2:6][CH:7]([CH2:9][CH:3]([CH2:4]3)[CH2:2]1)[CH2:8]2.[S:28](=[O:32])(=[O:31])([OH:30])[OH:29]>>[S:28]([O-:32])([OH:31])(=[O:30])=[O:29].[C:1]12([C:11]3[CH:27]=[CH:26][C:14]([O:15][CH2:16][C:17]([N:19]4[CH2:24][CH2:23][NH+:22]([CH3:25])[CH2:21][CH2:20]4)=[O:18])=[CH:13][CH:12]=3)[CH2:10][CH:5]3[CH2:6][CH:7]([CH2:9][CH:3]([CH2:4]3)[CH2:2]1)[CH2:8]2 |f:2.3|. Procedure: The title compound was prepared from 2-(4-(adamantan-1-yl)phenoxy)-1-(4-methylpiperazin-1-yl)ethanone (1.0 g, 2.7 mmol), prepared from the example 3, and sulfuric acid (0.15 mL, 2.7 mmol) according to the example 43, which was given 4-(2-(4-(adamantan-1-yl)phenoxy)acetyl)-1-methylpiperazin-1-ium hydrogensulfate as a crystalline white solid (1.07 g, 85% yield). The reactants are BrC=1C=C2C(C(NC2=CC1)=O)(C)C (5-bromo-1,3-dihydro-3,3-dimethyl-2H-indol-2-one), B.CSC (borane methylsulfide), C[N+](C)(C)[O-] (trimethylamine N-oxide), O.C(Cl)Cl (H2O CH2Cl2). Run in C1CCOC1 (THF). Yields the product BrC=1C=C2C(CNC2=CC1)(C)C (5-bromo-3,3-dimethyl-2,3-dihydro-1H-indole). Yield: 8.8%. As a reaction SMILES: [Br:1][C:2]1[CH:3]=[C:4]2[C:8](=[CH:9][CH:10]=1)[NH:7][C:6](=O)[C:5]2([CH3:13])[CH3:12].B.CSC.O.C(Cl)Cl.C[N+]([O-])(C)C>C1COCC1>[Br:1][C:2]1[CH:3]=[C:4]2[C:8](=[CH:9][CH:10]=1)[NH:7][CH2:6][C:5]2([CH3:13])[CH3:12] |f:1.2,3.4|. Reported procedure: To a solution of the 5-bromo-1,3-dihydro-3,3-dimethyl-2H-indol-2-one (0.9 g, 3.7 mmol) in 20 mL THF at 0° C. was added a borane-methylsulfide complex (2M in THF, 38 mL, 75 mmol). The reaction mixture was warmed to room temperature then brought to reflux for 4 hours. The mixture was cooled to room temperature and poured into H2O/CH2Cl2 and washed with 5% NaHCO3. The organic layer was washed with brine, dried (Na2SO4) and concentrated. The crude product was extracted in MeOH, trimethylamine N-oxid...